Task: describe an organic reaction: reactants, conditions, products, and yield. Dataset: the Open Reaction Database (ORD), a public repository of structured organic reaction records Starting materials: C(C=C)N1C=NC=C(C1=O)C(=O)OCC (Ethyl 1-Allyl-pyrimidin-6(1H)-one-5-carboxylate), [OH-].[Na+] (NaOH). The solvent is O (water), CO (methanol). Reaction conditions: time 16 hour. Product: C(C=C)N1C=NC=C(C1=O)C(=O)O (1-Allyl-pyrimidin-6(1H)-one-5-carboxylic Acid). RXN SMILES: [CH2:1]([N:4]1[C:9](=[O:10])[C:8]([C:11]([O:13]CC)=[O:12])=[CH:7][N:6]=[CH:5]1)[CH:2]=[CH2:3].[OH-].[Na+]>CO.O>[CH2:1]([N:4]1[C:9](=[O:10])[C:8]([C:11]([OH:13])=[O:12])=[CH:7][N:6]=[CH:5]1)[CH:2]=[CH2:3] |f:1.2|. Procedure details: To the compound of Example 21 (5.00 g, 0.024 mole), suspended in methanol (25 mL) and cooled in an ice bath, 1.0N NaOH (29 mL, 0.029 mole) is added dropwise rapidly with stirring. After 16 hours, the solvent is reduced under vacuum, residue diluted with water (50 mL), and washed with ethyl acetate (2×15 mL). The aqueous layer is acidified with 2.0N HCl to pH 1, extracted with ethyl acetate (3×50 mL). The combined organic extracts are washed with water, then brine (twice). The solvent is removed ...